This data is from the Open Reaction Database (ORD), a public repository of structured organic reaction records. The task is: describe an organic reaction: reactants, conditions, products, and yield Run at time 45 minute. Run in C1=CC=CC=C1 (benzene). Starting materials: FC1=CC=C(C=C1)C(C(=O)O)C(C)C (2-(p-fluorophenyl)-3-methylbutyric acid), S(=O)(Cl)Cl (thionyl chloride). Reaction SMILES: [F:1][C:2]1[CH:7]=[CH:6][C:5]([CH:8]([CH:12]([CH3:14])[CH3:13])[C:9](O)=[O:10])=[CH:4][CH:3]=1.S(Cl)([Cl:17])=O>C1C=CC=CC=1>[F:1][C:2]1[CH:7]=[CH:6][C:5]([CH:8]([CH:12]([CH3:14])[CH3:13])[C:9]([Cl:17])=[O:10])=[CH:4][CH:3]=1. Product: FC1=CC=C(C=C1)C(C(=O)Cl)C(C)C (2-(4-fluorophenyl)-3-methyl-butyryl chloride). Reported procedure: 50 g of 2-(p-fluorophenyl)-3-methylbutyric acid were dissolved in 200 ml of benzene and treated with 54.2 g of thionyl chloride. The mixture was stirred at 60° for 45 minutes and subsequently heated to reflux for 2 hours. After evaporation of the solvent the residue was distilled, whereby 2-(4-fluorophenyl)-3-methyl-butyryl chloride, b.p. 70°/93 Pa, was obtained. RXN SMILES: [CH3:1][N:2]([C:3]1([c:24]2[cH:25][cH:26][cH:27][cH:28][cH:29]2)[CH2:4][CH2:5][CH:6]([CH2:9][C:10](=[O:11])[NH:12][CH2:13][CH2:14][c:15]2[cH:16][nH:17][c:18]3[cH:19][cH:20][cH:21][cH:22][c:23]23)[CH2:7][CH2:8]1)[CH3:30].[CH3:36][C:37]([CH2:38][CH3:39])=[O:40].[Cl:31][Si:32]([CH3:33])([CH3:34])[CH3:35]>>[CH3:1][N:2]([C:3]1([c:24]2[cH:25][cH:26][cH:27][cH:28][cH:29]2)[CH2:4][CH2:5][CH:6]([CH2:9][C:10](=[O:11])[NH:12][CH2:13][CH2:14][c:15]2[cH:16][nH:17][c:18]3[cH:19][cH:20][cH:21][cH:22][c:23]23)[CH2:7][CH2:8]1)[CH3:30].[ClH:31]. The reactants are CN(C)C1(c2ccccc2)CCC(CC(=O)NCCc2c[nH]c3ccccc23)CC1, CCC(C)=O, C[Si](C)(C)Cl. Yields the product CN(C)C1(c2ccccc2)CCC(CC(=O)NCCc2c[nH]c3ccccc23)CC1, Cl.